Dataset: the Open Reaction Database (ORD), a public repository of structured organic reaction records. Task: describe an organic reaction: reactants, conditions, products, and yield Starting materials: CC=1N(C(=C(C(C1C(=O)OCOC(C(C)(C)C)=O)C1=CC(=CC=C1)[N+](=O)[O-])C(=O)OCOC(C(C)(C)C)=O)C)COCC (bis(pivaloyloxymethyl) 1,4-dihydro-2,6-dimethyl-1-ethoxymethyl-4-(3-nitrophenyl)-3,5-pyridinedicarboxylate). Run in C(C)(C)OC(C)C (isopropyl ether), O (water). Reaction conditions: time 4 hour. Yields the product CC=1N(C(=C([C@H](C1C(=O)O)C1=CC(=CC=C1)[N+](=O)[O-])C(=O)OCOC(C(C)(C)C)=O)C)COCC ((S)-1,4-dihydro-2,6-dimethylethoxymethyl-4-(3-nitrophenyl)-5-pivaloyloxymethoxycarbonyl-3-pyridinecarboxylic acid). The yield is 86.3%. As a reaction SMILES: [CH3:1][C:2]1[N:3]([CH2:40][O:41][CH2:42][CH3:43])[C:4]([CH3:39])=[C:5]([C:28]([O:30]COC(=O)C(C)(C)C)=[O:29])[CH:6]([C:19]2[CH:24]=[CH:23][CH:22]=[C:21]([N+:25]([O-:27])=[O:26])[CH:20]=2)[C:7]=1[C:8]([O:10][CH2:11][O:12][C:13](=[O:18])[C:14]([CH3:17])([CH3:16])[CH3:15])=[O:9]>C(OC(C)C)(C)C.O>[CH3:39][C:4]1[N:3]([CH2:40][O:41][CH2:42][CH3:43])[C:2]([CH3:1])=[C:7]([C:8]([O:10][CH2:11][O:12][C:13](=[O:18])[C:14]([CH3:15])([CH3:16])[CH3:17])=[O:9])[C@@H:6]([C:19]2[CH:24]=[CH:23][CH:22]=[C:21]([N+:25]([O-:27])=[O:26])[CH:20]=2)[C:5]=1[C:28]([OH:30])=[O:29]. Reported procedure: In 20 ml of isopropyl ether saturated with water was dissolved 1.2 g of bis(pivaloyloxymethyl) 1,4-dihydro-2,6-dimethyl-1-ethoxymethyl-4-(3-nitrophenyl)-3,5-pyridinedicarboxylate obtained in Example 14, and 200 mg of Lipase B was added thereto, followed by stirring at room temperature for 4 hours. Any insoluble matter was removed by filtration and washed with dichloromethane. The filtrate was concentrated under reduced pressure, and the residue was subjected to silica gel column chromatography (... Reactants: FC(C(=O)O)(F)F (trifluoroacetic acid), CN(C(OC(C)(C)C)=O)C1CCC(CC1)C#N (t-Butyl methyl-(4-cyanocyclohexyl)carbamate), N=1ON=C2C1C=CC(=C2)C(=O)Cl ([2,1,3]-benzoxadiazole-5-carbonylchloride). Run in ClCCl (dichloromethane), ClCCl (dichloromethane). Conditions: time 1 hour. Product: C(#N)[C@H]1CC[C@H](CC1)N(C(=O)C1=CC=2C(=NON2)C=C1)C (N-(cis-4-cyanocyclohexyl)-N-methyl-[2,1,3]-benzoxadiazole-5-carboxamide). Yield: 19.9%. RXN SMILES: [CH3:1][N:2]([CH:10]1[CH2:15][CH2:14][CH:13]([C:16]#[N:17])[CH2:12][CH2:11]1)[C:3](=[O:9])OC(C)(C)C.FC(F)(F)C(O)=O.[N:25]1[O:26][N:27]=[C:28]2[CH:33]=[C:32](C(Cl)=O)[CH:31]=[CH:30][C:29]=12>ClCCl>[C:16]([C@@H:13]1[CH2:12][CH2:11][C@H:10]([N:2]([CH3:1])[C:3]([C:32]2[CH:31]=[CH:30][C:29]3=[N:25][O:26][N:27]=[C:28]3[CH:33]=2)=[O:9])[CH2:15][CH2:14]1)#[N:17]. Reported procedure: t-Butyl methyl-(4-cyanocyclohexyl)carbamate (710 mg, 3 mmol) was dissolved in dichloromethane (20 ml) and trifluoroacetic acid (3 ml) was added. The solvent was evaporated after 2 hours, the residue was re-dissolved in a 4N HCl (3 ml) solution in dioxane and the solvent evaporated. Dichloromethane (30 ml) and NEt3 (2 ml) were added to the residue followed by a solution of [2,1,3]-benzoxadiazole-5-carbonylchloride (548 mg, 3 mmol) in dichloromethane (10 ml). After stirring the mixture for 1 hour ...